From a dataset of the Open Reaction Database (ORD), a public repository of structured organic reaction records. describe an organic reaction: reactants, conditions, products, and yield The reactants are Ti(III)Cl, [OH-].[Na+] (NaOH), BrC=1C(=NC(=NC1)Cl)NCCCNS(=O)(=O)C1=CC(=CC=C1)[N+](=O)[O-] (N-[3-(5-bromo-2-chloro-pyrimidin-4-ylamino)-propyl]-3-nitro-benzenesulfonamide), solution, Ti(III)Cl. Run in O1CCCC1 (tetrahydrofuran), Cl (hydrochloric acid). Reaction conditions: time 17 hour. The product is NC=1C=C(C=CC1)S(=O)(=O)NCCCNC1=NC(=NC=C1Br)Cl (3-Amino-N-[3-(5-bromo-2-chloro-pyrimidin-4-ylamino)-propyl]-benzenesulfonamide). As a reaction SMILES: [Br:1][C:2]1[C:3]([NH:9][CH2:10][CH2:11][CH2:12][NH:13][S:14]([C:17]2[CH:22]=[CH:21][CH:20]=[C:19]([N+:23]([O-])=O)[CH:18]=2)(=[O:16])=[O:15])=[N:4][C:5]([Cl:8])=[N:6][CH:7]=1.[OH-].[Na+]>O1CCCC1.Cl>[NH2:23][C:19]1[CH:18]=[C:17]([S:14]([NH:13][CH2:12][CH2:11][CH2:10][NH:9][C:3]2[C:2]([Br:1])=[CH:7][N:6]=[C:5]([Cl:8])[N:4]=2)(=[O:15])=[O:16])[CH:22]=[CH:21][CH:20]=1 |f:1.2|. Procedure details: A solution of 1.35 g (2.99 mmol) of N-[3-(5-bromo-2-chloro-pyrimidin-4-ylamino)-propyl]-3-nitro-benzenesulfonamide in 100 ml of tetrahydrofuran is mixed under argon at room temperature with 15 ml of a 15% solution of Ti(III)Cl in about 10% hydrochloric acid. After 17 hours, the reaction solution is mixed again with 1 ml of the Ti(III)Cl solution and stirred for another 3 hours. The batch is made basic with 1N NaOH solution and then filtered. The filter cake is rewashed 2× with 100 ml of ethyl ac... The product is COc1cc(C=C(OCCCl)C(=O)OC(C)(C)C)ccc1-n1cnc(C)c1. Starting materials: C1CCOC1, COc1cc(C=O)ccc1-n1cnc(C)c1, CCO, CCOC(C)=O, CCOP(=O)(OCC)C(OCCCl)C(=O)OC(C)(C)C, [Li+], [OH-], O. As a reaction SMILES: [CH2:42]1[O:43][CH2:44][CH2:45][CH2:46]1.[CH3:23][O:24][c:25]1[cH:26][c:27]([CH:28]=[O:29])[cH:30][cH:31][c:32]1-[n:33]1[cH:34][n:35][c:36]([CH3:38])[cH:37]1.[CH3:39][CH2:40][OH:41].[CH3:47][CH2:48][O:49][C:50](=[O:51])[CH3:52].[Cl:3][CH2:4][CH2:5][O:6][CH:7]([C:8](=[O:9])[O:10][C:11]([CH3:12])([CH3:13])[CH3:14])[P:15]([O:16][CH2:17][CH3:18])([O:19][CH2:20][CH3:21])=[O:22].[Li+:1].[OH-:2].[OH2:53]>>[Cl:3][CH2:4][CH2:5][O:6][C:7]([C:8](=[O:9])[O:10][C:11]([CH3:12])([CH3:13])[CH3:14])=[CH:28][c:27]1[cH:26][c:25]([O:24][CH3:23])[c:32](-[n:33]2[cH:34][n:35][c:36]([CH3:38])[cH:37]2)[cH:31][cH:30]1.